This data is from the Open Reaction Database (ORD), a public repository of structured organic reaction records. The task is: describe an organic reaction: reactants, conditions, products, and yield Starting materials: COc1ccc(NC(C)(C)C(=O)O)c([N+](=O)[O-])c1, [H][H], C1CCOC1. The product is COc1ccc(NC(C)(C)C(=O)O)c(N)c1. As a reaction SMILES: [CH3:1][C:2]([C:3](=[O:4])[OH:5])([CH3:6])[NH:7][c:8]1[c:9]([N+:16]([O-:17])=[O:18])[cH:10][c:11]([O:14][CH3:15])[cH:12][cH:13]1.[H:19][H:20].[O:21]1[CH2:22][CH2:23][CH2:24][CH2:25]1>>[CH3:1][C:2]([C:3](=[O:4])[OH:5])([CH3:6])[NH:7][c:8]1[c:9]([NH2:16])[cH:10][c:11]([O:14][CH3:15])[cH:12][cH:13]1. Starting materials: ClC1=C(C=CC(=C1Cl)C(C=C)=O)O (2,3-Dichloro-4-acryloylphenol), ICC(=O)O (iodoacetic acid), C([O-])([O-])=O.[K+].[K+] (potassium carbonate). Run in CC(=O)C (acetone). The product is ClC1=C(OCC(=O)O)C=CC(=C1Cl)C(C=C)=O ((2,3-dichloro-4-acryloylphenoxy)-acetic acid). Isolated yield 35.7%. RXN SMILES: [Cl:1][C:2]1[C:7]([Cl:8])=[C:6]([C:9](=[O:12])[CH:10]=[CH2:11])[CH:5]=[CH:4][C:3]=1[OH:13].I[CH2:15][C:16]([OH:18])=[O:17].C(=O)([O-])[O-].[K+].[K+]>CC(C)=O>[Cl:1][C:2]1[C:7]([Cl:8])=[C:6]([C:9](=[O:12])[CH:10]=[CH2:11])[CH:5]=[CH:4][C:3]=1[O:13][CH2:15][C:16]([OH:18])=[O:17] |f:2.3.4|. Procedure details: 2,3-Dichloro-4-acryloylphenol (4.85 g, 0.0224 mole), iodoacetic acid (4.5 g, 0.24 mole), potassium carbonate (3.33 g, 0.024 mole) and acetone (200 ml) were united, stirred and refluxed for 20 hours. The reaction mixture was cooled and the solid removed by filtration, dissolved in water (100 ml) and acidified to a pH of 1 with concentrated hydrochloric acid. The material that separated was extracted with chloroform, the organic layer removed, washed with water, dried over MgSO4, filtered and the ... Reactants: CC1(CC2=C(C(NC1)=O)SC(=N2)N2CCOC1=C2C=C(C=C1)O)C (7,7-Dimethyl-2-(6-hydroxy-2,3-dihydrobenzo[1,4]oxazin-4-yl)-5,6,7,8-tetrahydro-thiazolo[5,4-c]azepin-4-one), NC1=CC=CC=C1 (aniline), CC(C)([O-])C.[Na+] (sodium tert-butoxide). Reagents/catalysts: C(C)(=O)[O-].[Pd+2].C(C)(=O)[O-] (palladium(II) acetate). Run in CN(C)C=O (DMF). Run at temperature 140 celsius. Product: CC1(CC(C2=C(N=C(S2)N2CCOC3=C2C=C(C=C3)NC3=CC=CC=C3)C1)=O)C (5,5-Dimethyl-2-(6-phenylamino-2,3-dihydrobenzo[1,4]oxazin-4-yl)-5,6-dihydro-4H-benzothiazol-7-one). The yield is 15.7%. As a reaction SMILES: [CH3:1][C:2]1([CH3:24])CN[C:6](=[O:9])[C:5]2[S:10][C:11]([N:13]3[C:18]4[CH:19]=[C:20](O)[CH:21]=[CH:22][C:17]=4[O:16][CH2:15][CH2:14]3)=[N:12][C:4]=2[CH2:3]1.[NH2:25][C:26]1[CH:31]=[CH:30][CH:29]=[CH:28][CH:27]=1.[CH3:32]C(C)([O-])C.[Na+]>CN(C=O)C.C([O-])(=O)C.[Pd+2].C([O-])(=O)C>[CH3:32][C:2]1([CH3:1])[CH2:3][C:4]2[N:12]=[C:11]([N:13]3[C:18]4[CH:19]=[C:20]([NH:25][C:26]5[CH:31]=[CH:30][CH:29]=[CH:28][CH:27]=5)[CH:21]=[CH:22][C:17]=4[O:16][CH2:15][CH2:14]3)[S:10][C:5]=2[C:6](=[O:9])[CH2:24]1 |f:2.3,5.6.7|. Procedure details: Using Example 7 (40 mg, 0.11 mmol), aniline (0.040 mL, 0.460 mmol), sodium tert-butoxide (28 mg, 028 mmol), palladium(II) acetate (4 mg, 0.010 mmol) and (But)3PBF4 (8 mg, 0.022 mmol) in DMF (3 mL) heated to 140° C. under microwave irradiation, for 40 min. The crude material was purified by prep HPLC to give the title compound as an off-white solid (7 mg, 15%). δH (CDCl3) 1.14 (6H, s), 2.42 (2H, s), 2.75 (2H, s) 4.13-4.20 (2H, m), 4.29-4.35 (2H, m), 5.61 (1H, br s), 6.80-6.93 (3H, m), 7.00-7.05 (...